This data is from the Open Reaction Database (ORD), a public repository of structured organic reaction records. The task is: describe an organic reaction: reactants, conditions, products, and yield Starting materials: FC(C=1C=C(C=O)C=CC1)(F)F (3-(Trifluoromethyl)benzaldehyde), C1(=CC=CC=C1)P(C1=CC=CC=C1)(C1=CC=CC=C1)=CC=O ((triphenylphosphoranylidene)acetoaldehyde). The solvent is C1(=CC=CC=C1)C (toluene). The product is FC(C=1C=C(C=CC1)/C=C/C=O)(F)F ((2E)-3-[3-(trifluoromethyl)phenyl]prop-2-enal). The yield is 51.1%. As a reaction SMILES: [F:1][C:2]([F:12])([F:11])[C:3]1[CH:4]=[C:5]([CH:8]=[CH:9][CH:10]=1)[CH:6]=O.C1(P(=[CH:32][CH:33]=[O:34])(C2C=CC=CC=2)C2C=CC=CC=2)C=CC=CC=1>C1(C)C=CC=CC=1>[F:1][C:2]([F:12])([F:11])[C:3]1[CH:4]=[C:5](/[CH:6]=[CH:32]/[CH:33]=[O:34])[CH:8]=[CH:9][CH:10]=1. Procedure details: 3-(Trifluoromethyl)benzaldehyde (0.70 g) was dissolved in toluene (16 mL), and (triphenylphosphoranylidene)acetoaldehyde (1.22 g) was added. The reaction mixture was heated under reflux for 40 hr and concentrated, and the residue was purified by column chromatography (carrier: silica gel, eluent: hexane-ethyl acetate) to give the title compound (0.41 g) as an oil.